From a dataset of the Open Reaction Database (ORD), a public repository of structured organic reaction records. describe an organic reaction: reactants, conditions, products, and yield Procedure: In this example a solution of 5.09 g (10 mmol) of 1-(3'-O-stearoyl-β-D-arabinofuranosyl)-cytosine in warm ethanol is treated with a 10% excess (11 mmoles) methanolic hydrogen chloride. Crystallization of the resulting hydrochloride is completed by addition of ether and the resulting product is recrystallized from ethanol giving 1-(3'-O-stearoyl-β-D-arabinofuranosyl)cytosine hydrochloride. Product: Cl.C(CCCCCCCCCCCCCCCCC)(=O)O[C@H]1[C@@H]([C@@H](O[C@@H]1CO)N1C(=O)N=C(N)C=C1)O (1-(3'-O-stearoyl-β-D-arabinofuranosyl)cytosine hydrochloride). The solvent is C(C)O (ethanol). Starting materials: C(CCCCCCCCCCCCCCCCC)(=O)O[C@H]1[C@@H]([C@@H](O[C@@H]1CO)N1C(=O)N=C(N)C=C1)O (1-(3'-O-stearoyl-β-D-arabinofuranosyl)-cytosine), Cl (hydrogen chloride). Reaction SMILES: [C:1]([O:20][C@@H:21]1[C@@H:25]([CH2:26][OH:27])[O:24][C@@H:23]([N:28]2[CH:35]=[CH:34][C:32]([NH2:33])=[N:31][C:29]2=[O:30])[C@H:22]1[OH:36])(=[O:19])[CH2:2][CH2:3][CH2:4][CH2:5][CH2:6][CH2:7][CH2:8][CH2:9][CH2:10][CH2:11][CH2:12][CH2:13][CH2:14][CH2:15][CH2:16][CH2:17][CH3:18].[ClH:37]>C(O)C>[ClH:37].[C:1]([O:20][C@@H:21]1[C@@H:25]([CH2:26][OH:27])[O:24][C@@H:23]([N:28]2[CH:35]=[CH:34][C:32]([NH2:33])=[N:31][C:29]2=[O:30])[C@H:22]1[OH:36])(=[O:19])[CH2:2][CH2:3][CH2:4][CH2:5][CH2:6][CH2:7][CH2:8][CH2:9][CH2:10][CH2:11][CH2:12][CH2:13][CH2:14][CH2:15][CH2:16][CH2:17][CH3:18] |f:3.4|. The reactants are NC=1SC(=C(N1)OCC1=C(C=CC=C1)C(F)(F)F)C(=O)OCC (Ethyl 2-amino-4-({[2-(trifluoromethyl)-phenyl]methyl}oxy)-1,3-thiazole-5-carboxylate), Cl (HCl), N(=O)OC(C)(C)C (t-butyl nitrite). Yields the product ClC=1SC(=C(N1)OCC1=C(C=CC=C1)C(F)(F)F)C(=O)OCC (ethyl 2-chloro-4-({[2-(trifluoromethyl)phenyl]methyl}oxy)-1,3-thiazole-5-carboxylate). The reagents and catalysts are [Cu]Cl (Copper(I) chloride). Conditions: temperature 65 celsius, time 1.5 hour. As a reaction SMILES: N(OC(C)(C)C)=O.N[C:9]1[S:10][C:11]([C:26]([O:28][CH2:29][CH3:30])=[O:27])=[C:12]([O:14][CH2:15][C:16]2[CH:21]=[CH:20][CH:19]=[CH:18][C:17]=2[C:22]([F:25])([F:24])[F:23])[N:13]=1.[ClH:31]>C(#N)C.[Cu]Cl>[Cl:31][C:9]1[S:10][C:11]([C:26]([O:28][CH2:29][CH3:30])=[O:27])=[C:12]([O:14][CH2:15][C:16]2[CH:21]=[CH:20][CH:19]=[CH:18][C:17]=2[C:22]([F:25])([F:24])[F:23])[N:13]=1. The solvent is C(C)#N (acetonitrile). Yield: 51.0%. Procedure: Copper(I) chloride (0.342 g, 3.45 mmol) and t-butyl nitrite (0.52 mL, 4.37 mmol) were stirred in 20 mL of acetonitrile. Ethyl 2-amino-4-({[2-(trifluoromethyl)-phenyl]methyl}oxy)-1,3-thiazole-5-carboxylate (1.00 g, 2.88 mmol) was added, and the reaction was stirred for 1.5 hours. The reaction was heated to 65° C. with an oil bath for an hour and cooled to room temperature. The reaction mixture was slowly pipeted onto 40 mL of 6N HCl stirring at 0° C. The ice bath was removed, and the mixture was ... Starting materials: COC(=O)C1Cc2ccc(O)cc2C(CC2CCCC2)=N1, CO. Product: COC(=O)C1Cc2ccc(O)cc2C(CC2CCCC2)N1. As a reaction SMILES: [CH3:1][O:2][C:3](=[O:4])[CH:5]1[N:6]=[C:7]([CH2:16][CH:17]2[CH2:18][CH2:19][CH2:20][CH2:21]2)[c:8]2[cH:9][c:10]([OH:15])[cH:11][cH:12][c:13]2[CH2:14]1.[CH3:22][OH:23]>>[CH3:1][O:2][C:3](=[O:4])[CH:5]1[NH:6][CH:7]([CH2:16][CH:17]2[CH2:18][CH2:19][CH2:20][CH2:21]2)[c:8]2[cH:9][c:10]([OH:15])[cH:11][cH:12][c:13]2[CH2:14]1.